Dataset: the Open Reaction Database (ORD), a public repository of structured organic reaction records. Task: describe an organic reaction: reactants, conditions, products, and yield Reactants: O=C([O-])[O-], COC(=O)C(C)(C)Br, CN(C)C=O, CC1(C)Cc2cc(Cl)ccc2NC1c1cccc(N)c1, [K+], [K+]. Yields the product COC(=O)C(C)(C)Nc1cccc(C2Nc3ccc(Cl)cc3CC2(C)C)c1. As a reaction SMILES: [C:29](=[O:30])([O-:31])[O-:32].[CH3:21][O:22][C:23]([C:24]([CH3:25])([CH3:26])[Br:27])=[O:28].[CH3:35][N:36]([CH3:37])[CH:38]=[O:39].[Cl:1][c:2]1[cH:3][c:4]2[c:9]([cH:10][cH:11]1)[NH:8][CH:7]([c:12]1[cH:13][c:14]([NH2:18])[cH:15][cH:16][cH:17]1)[C:6]([CH3:19])([CH3:20])[CH2:5]2.[K+:33].[K+:34]>>[Cl:1][c:2]1[cH:3][c:4]2[c:9]([cH:10][cH:11]1)[NH:8][CH:7]([c:12]1[cH:13][c:14]([NH:18][C:24]([C:23]([O:22][CH3:21])=[O:28])([CH3:25])[CH3:26])[cH:15][cH:16][cH:17]1)[C:6]([CH3:19])([CH3:20])[CH2:5]2. The reactants are NC1=NC=CN=C1C(=O)OC (methyl (2-aminopyrazin-3-yl)formate), C(CCCCCCC)O (n-octanol), C[O-].[Na+] (sodium methoxide). Run at time 2 day. The product is NC1(NC=CN=C1)C(=O)OCCCCCCCC (n-Octyl (2-Aminopyrazin-2-yl)formate). As a reaction SMILES: [NH2:1][C:2]1[C:7](C(OC)=O)=[N:6][CH:5]=[CH:4][N:3]=1.[CH3:12][O-:13].[Na+].[CH2:15]([OH:23])[CH2:16][CH2:17][CH2:18][CH2:19][CH2:20][CH2:21][CH3:22]>>[NH2:1][C:2]1([C:12]([O:23][CH2:15][CH2:16][CH2:17][CH2:18][CH2:19][CH2:20][CH2:21][CH3:22])=[O:13])[CH:7]=[N:6][CH:5]=[CH:4][NH:3]1 |f:1.2|. Procedure: Together there was stirred methyl (2-aminopyrazin-3-yl)formate (5 g; 0.327 mol) and n-octanol (30 ml), together with sodium methoxide (0.3 g), at 85° C. for 1 hour, then 160° C. for 2 days. The n-octanol was distilled off under vacuum, and the residue was passed through a silica gel column, eluting with dichloromethane, to give the title compound (5.78 g).